This data is from the Open Reaction Database (ORD), a public repository of structured organic reaction records. The task is: describe an organic reaction: reactants, conditions, products, and yield Reactants: CN(C)c1ccc(C(=O)O)c(C(=O)c2ccc(N(C)C)cc2N(C)C)c1, CN(C)c1ccc(C2(c3ccc(N(C)C)cc3N(C)C)OC(=O)c3ccc(N(C)C)cc32)c(N(C)C)c1, Cc1ccccc1. RXN SMILES: [CH3:1][N:2]([c:3]1[c:4]([C:5]([c:6]2[cH:7][c:8]([N:9]([CH3:10])[CH3:11])[cH:12][cH:13][c:14]2[C:15]([OH:16])=[O:17])=[O:18])[cH:19][cH:20][c:21]([N:23]([CH3:24])[CH3:25])[cH:22]1)[CH3:26].[CH3:27][N:28]([CH3:29])[c:30]1[cH:31][c:32]([N:33]([CH3:34])[CH3:35])[cH:36][cH:37][c:38]1[C:39]1([c:40]2[cH:41][cH:42][c:43]([N:44]([CH3:45])[CH3:46])[cH:47][c:48]2[N:49]([CH3:50])[CH3:51])[c:52]2[c:53]([cH:54][cH:55][c:56]([N:57]([CH3:58])[CH3:59])[cH:60]2)[C:61](=[O:62])[O:63]1.[CH3:64][c:65]1[cH:66][cH:67][cH:68][cH:69][cH:70]1>>[CH3:1][N:2]([c:3]1[cH:4][cH:19][cH:20][c:21]([N:23]([CH3:24])[CH3:25])[cH:22]1)[CH3:26]. Yields the product CN(C)c1cccc(N(C)C)c1. The reactants are C(#N)C=1C(=C(C(=CC1)C)CO)C ((3-cyano-2,6-dimethylphenyl)methanol), 3-(2-halo-3,3,3-trifluoropropenyl)-2,2-dimethylcyclopropanecarboxylic acid chlorides, 3-(2,2-dihaloethenyl)-2,2-dimethylcyclopropanecarboxylic acid chlorides, CC1(C(C1(C)C)C(=O)Cl)C (2,2,3,3-tetramethylcyclopropanecarboxylic acid chloride). The product is 3-(2,2-dihaloethenyl)-2,2-dimethylcyclopropanecarboxylates, CC1(C(C1(C)C)C(=O)OCC1=C(C(=CC=C1C)C#N)C)C ((3-cyano-2,6-dimethylphenyl)methyl 2,2,3,3-tetramethylcyclopropanecarboxylate). As a reaction SMILES: [C:1]([C:3]1[C:4]([CH3:12])=[C:5]([CH2:10][OH:11])[C:6]([CH3:9])=[CH:7][CH:8]=1)#[N:2].[CH3:13][C:14]1([CH3:22])[C:16]([CH3:18])([CH3:17])[CH:15]1[C:19](Cl)=[O:20]>>[CH3:13][C:14]1([CH3:22])[C:16]([CH3:18])([CH3:17])[CH:15]1[C:19]([O:11][CH2:10][C:5]1[C:6]([CH3:9])=[CH:7][CH:8]=[C:3]([C:1]#[N:2])[C:4]=1[CH3:12])=[O:20]. Procedure details: In a similar manner, (3-cyano-2,6-dimethylphenyl)methanol is reacted with other 3-(2-halo-3,3,3-trifluoropropenyl)-2,2-dimethylcyclopropanecarboxylic acid chlorides and others 3-(2,2-dihaloethenyl)-2,2-dimethylcyclopropanecarboxylic acid chlorides, or 2,2,3,3-tetramethylcyclopropanecarboxylic acid chloride to give other (3-cyano-2,6-dimethylphenyl)methyl 3-(2-halo-3,3,3-trifluoropropenyl)-2,2-dimethylcyclopropanecarboxylates and 3-(2,2-dihaloethenyl)-2,2-dimethylcyclopropanecarboxylates within t... The reactants are BrB(Br)Br, COc1ccc(-c2nn(C(C)C)c(=O)c3ccsc23)cc1, ClCCl. The product is CC(C)n1nc(-c2ccc(O)cc2)c2sccc2c1=O. Reaction SMILES: [B:22]([Br:23])([Br:24])[Br:25].[CH:1]([CH3:2])([CH3:3])[n:4]1[n:5][c:6](-[c:14]2[cH:15][cH:16][c:17]([O:20][CH3:21])[cH:18][cH:19]2)[c:7]2[c:8]([c:9]1=[O:10])[cH:11][cH:12][s:13]2.[Cl:26][CH2:27][Cl:28]>>[CH:1]([CH3:2])([CH3:3])[n:4]1[n:5][c:6](-[c:14]2[cH:15][cH:16][c:17]([OH:20])[cH:18][cH:19]2)[c:7]2[c:8]([c:9]1=[O:10])[cH:11][cH:12][s:13]2. Reactants: C(C)(C)(C)C(=O)NCC=1C=CC(=C(C1)NC=1NC2=C(N1)C=C(C(=C2)C(=O)O)Cl)Cl (2-[5-(tert.butylcarbonylaminomethyl)-2-chlorophenylamino]-6-chloro-benzimidazole-5-carboxylic acid), FC(CN)(F)F (2,2,2-Trifluoroethylamine), CCCP(=O)(O)O (1-propylphosphonic-acid cyclic anhydride), TEA. Run in CC#N (MeCN). Reaction conditions: temperature 60 celsius, time 48 hour. Yields the product C(C)(C)(C)C(=O)NCC=1C=CC(=C(C1)NC=1NC2=C(N1)C=C(C(=C2)C(=O)NCC(F)(F)F)Cl)Cl (2-[5-(tert.Butylcarbonylaminomethyl)-2-chlorophenylamino]-6-chloro-N-(2,2,2-trifluorethyl)-benzimidazole-5-carboxamide). Reaction SMILES: [C:1]([C:5]([NH:7][CH2:8][C:9]1[CH:10]=[CH:11][C:12]([Cl:29])=[C:13]([NH:15][C:16]2[NH:17][C:18]3[CH:24]=[C:23]([C:25](O)=[O:26])[C:22]([Cl:28])=[CH:21][C:19]=3[N:20]=2)[CH:14]=1)=[O:6])([CH3:4])([CH3:3])[CH3:2].[F:30][C:31]([F:35])([F:34])[CH2:32][NH2:33].CCCP(O)(O)=O>CC#N>[C:1]([C:5]([NH:7][CH2:8][C:9]1[CH:10]=[CH:11][C:12]([Cl:29])=[C:13]([NH:15][C:16]2[NH:17][C:18]3[CH:24]=[C:23]([C:25]([NH:33][CH2:32][C:31]([F:35])([F:34])[F:30])=[O:26])[C:22]([Cl:28])=[CH:21][C:19]=3[N:20]=2)[CH:14]=1)=[O:6])([CH3:2])([CH3:4])[CH3:3]. Procedure details: A mixture of 2-[5-(tert.butylcarbonylaminomethyl)-2-chlorophenylamino]-6-chloro-benzimidazole-5-carboxylic acid (0.15 g, 0.345 mmol), 2,2,2-Trifluoroethylamine (2×0.027 ml, 0.345 mmol), 1-propylphosphonic-acid cyclic anhydride (PPA, 0.244 ml, 50% in EtOAc), 0.12 ml TEA and 10 ml MeCN was stirred for 48 h at 60° C. an concentrated. The residue was purified by chromatography to give the title compound. Yield 17 mg (10%) m/z: 516 [M+H]+. As a reaction SMILES: [CH3:27][NH2:28].[n:1]1[cH:2][cH:3][c:4]([S:7](=[O:8])(=[O:9])[CH2:10][c:11]2[c:12]([C:23](=[O:24])[O:25][CH3:26])[n+:13]([O-:22])[c:14]3[cH:15][cH:16][cH:17][cH:18][c:19]3[n+:20]2[O-:21])[cH:5][cH:6]1>>[n:1]1[cH:2][cH:3][c:4]([S:7](=[O:8])(=[O:9])[CH2:10][c:11]2[c:12]([C:23](=[O:24])[NH:28][CH3:27])[n+:13]([O-:22])[c:14]3[cH:15][cH:16][cH:17][cH:18][c:19]3[n+:20]2[O-:21])[cH:5][cH:6]1. Starting materials: CN, COC(=O)c1c(CS(=O)(=O)c2ccncc2)[n+]([O-])c2ccccc2[n+]1[O-]. Product: CNC(=O)c1c(CS(=O)(=O)c2ccncc2)[n+]([O-])c2ccccc2[n+]1[O-].